The task is: describe an organic reaction: reactants, conditions, products, and yield. This data is from the Open Reaction Database (ORD), a public repository of structured organic reaction records. The reactants are O1[C@H]2[C@@H]1C[C@@H]1CC[C@H]3[C@@H]4C[C@@H]([C@@H]([C@@]4(C)CC[C@@H]3[C@]1(C2)C)O)N2CCN(CC2)C (2α,3α-epoxy-17β-hydroxy-16β-N-methyl-piperazino-5α-androstane), N1CCCCC1 (piperidine). Run in O (water). The product is N1(CCCCC1)[C@@H]1[C@H](C[C@@H]2CC[C@H]3[C@@H]4C[C@@H]([C@@H]([C@@]4(C)CC[C@@H]3[C@]2(C1)C)O)N1CCN(CC1)C)O (2β-piperidino-16β-N-methyl-piperazino-3α,17β-dihydroxy-5α-androstane). RXN SMILES: [O:1]1[C@H:3]2[CH2:4][C@H:5]3[C@:18]([CH3:20])([CH2:19][C@@H:2]12)[C@@H:17]1[C@H:8]([C@H:9]2[C@@:13]([CH2:15][CH2:16]1)([CH3:14])[C@@H:12]([OH:21])[C@@H:11]([N:22]1[CH2:27][CH2:26][N:25]([CH3:28])[CH2:24][CH2:23]1)[CH2:10]2)[CH2:7][CH2:6]3.[NH:29]1[CH2:34][CH2:33][CH2:32][CH2:31][CH2:30]1>O>[N:29]1([C@H:2]2[CH2:19][C@@:18]3([CH3:20])[C@@H:5]([CH2:6][CH2:7][C@@H:8]4[C@@H:17]3[CH2:16][CH2:15][C@@:13]3([CH3:14])[C@H:9]4[CH2:10][C@H:11]([N:22]4[CH2:27][CH2:26][N:25]([CH3:28])[CH2:24][CH2:23]4)[C@@H:12]3[OH:21])[CH2:4][C@@H:3]2[OH:1])[CH2:34][CH2:33][CH2:32][CH2:31][CH2:30]1. Procedure: 14.8 g (0.03 mole) of 2α,3α-epoxy-17β-hydroxy-16β-N-methyl-piperazino-5α-androstane (Example 10) are dissolved in 168 ml (1.65 moles) of piperidine and 24 ml of water, whereafter the reaction mixture is heated in a bomb tube of 72 hours at a temperature of 140° C. After the reaction is accomplished the reaction mixture is evaporated at reduced pressure. The residue is stirred in acetonitrile, filtered and the product above the filter is heated under reflux in acetonitrile. The crystallized produ... Starting materials: CC(C(C(=O)N)=N[C@@H](C)C1=CC=CC=C1)(C)C ((S)-3,3-dimethyl-2-(1-phenylethylimino)-butyramide). Reagents/catalysts: [Pd] (Pd/C). The solvent is CO (methanol). Run at time 6.5 hour. Product: N[C@@H](C(C)(C)C)C(=O)N ((S)-tert-leucinamide). The yield is 78.7%. RXN SMILES: [CH3:1][C:2]([CH3:17])([CH3:16])[C:3](=[N:7][C@H](C1C=CC=CC=1)C)[C:4]([NH2:6])=[O:5]>CO.[Pd]>[NH2:7][C@H:3]([C:4]([NH2:6])=[O:5])[C:2]([CH3:17])([CH3:16])[CH3:1]. Procedure: A solution of 12.0 g (51.7 mmol) of (S)-3,3-dimethyl-2-(1-phenylethylimino)-butyramide in 200 ml of methanol was hydrogenated in a low pressure hydrogenation apparatus in the presence of 2.0 g of 5 percent Pd/C at 40° C. and normal pressure for 6.5 hours. After cooling the catalyst was filtered off and the filtrate was evaporated to dryness: 6.7 g (99.5%) of white crystals containing 90.8% (S)-tert-leucinamide, 97.0% e.e. Recrystallization from 40 ml of cyclohexane yielded 5.3 g (78.5%) of (S)-t... Reactants: ClC=1C=CC(=C(C(=O)NC2=NC=C(C=C2)Cl)C1)NC(=O)C=1C=NC(=CC1)Cl (5-chloro-2-(6-chloropyridin-3-ylcarbonyl-amino)-N-(5-chloropyridin-2-yl)benzamide), N1CCOCC1 (morpholine). Solvent: CS(=O)C (DMSO), C(C)(=O)OCC (ethyl acetate). Yields the product ClC=1C=CC(=C(C(=O)NC2=NC=C(C=C2)Cl)C1)NC(=O)C=1C=NC(=CC1)N1CCOCC1 (5-Chloro-2-[6-(morpholin-4-yl)pyridin-3-yl-carbonylamino]-N-(5-chloropyridin-2-yl)benzamide). RXN SMILES: [Cl:1][C:2]1[CH:3]=[CH:4][C:5]([NH:18][C:19]([C:21]2[CH:22]=[N:23][C:24](Cl)=[CH:25][CH:26]=2)=[O:20])=[C:6]([CH:17]=1)[C:7]([NH:9][C:10]1[CH:15]=[CH:14][C:13]([Cl:16])=[CH:12][N:11]=1)=[O:8].[NH:28]1[CH2:33][CH2:32][O:31][CH2:30][CH2:29]1>CS(C)=O.C(OCC)(=O)C>[Cl:1][C:2]1[CH:3]=[CH:4][C:5]([NH:18][C:19]([C:21]2[CH:22]=[N:23][C:24]([N:28]3[CH2:33][CH2:32][O:31][CH2:30][CH2:29]3)=[CH:25][CH:26]=2)=[O:20])=[C:6]([CH:17]=1)[C:7]([NH:9][C:10]1[CH:15]=[CH:14][C:13]([Cl:16])=[CH:12][N:11]=1)=[O:8]. Procedure: A solution of 5-chloro-2-(6-chloropyridin-3-ylcarbonyl-amino)-N-(5-chloropyridin-2-yl)benzamide (0.2 g) and morpholine (2 mL) in DMSO (2 mL) was heated at 80° C. in a sealed tube overnight. The mixture was cooled to room temperature, diluted with ethyl acetate (50 mL), washed with water, sodium bicarbonate, and dried over sodium sulfate. After evaporation of the solvent, the product was purified by RPHPLC [ethyl acetate/hexane (3:7)]. Yield=0.054 g. Reactants: C(CC)(=O)O.C(CC)(=O)O.O[C@@H]1[C@]2(C)[C@@H](CC1)[C@@H]1C[C@@H](C3=CC(C=C[C@]3(CO)[C@H]1CC2)=O)C (17β,19-dihydroxy-6α-methyl-1,4-androstadien-3-one dipropionate), O[C@@H]1[C@]2(C)[C@@H](CC1)[C@@H]1CCC3=CC(C=C[C@]3(CO)[C@H]1CC2)=O (17β,19-dihydroxy-1,4-androstadien-3-one). Yields the product 17β,19-dihydroxy-1α,17α-dimethyl-4-androsten-3-one dipropionate, C(CC)(=O)O.C(CC)(=O)O.O[C@@H]1[C@]2(C)[C@@H](CC1)[C@@H]1C[C@@H](C3=CC(C[C@@H]([C@]3(CO)[C@H]1CC2)C)=O)C (17β,19-dihydroxy-1α,6α-dimethyl-4-androsten-3-one dipropionate). RXN SMILES: [C:1]([OH:5])(=[O:4])[CH2:2][CH3:3].[C:6]([OH:10])(=[O:9])[CH2:7][CH3:8].[OH:11][C@H:12]1[CH2:17][CH2:16][C@H:15]2[C@H:18]3[C@H:29]([CH2:30][CH2:31][C@:13]12[CH3:14])[C@:26]1([CH2:27][OH:28])[C:21](=[CH:22][C:23](=[O:32])[CH:24]=[CH:25]1)[C@@H:20]([CH3:33])[CH2:19]3.O[C@H:35]1CC[C@H]2[C@H]3[C@H](CC[C@]12C)[C@]1(CO)C(=CC(=O)C=C1)CC3>>[C:1]([OH:5])(=[O:4])[CH2:2][CH3:3].[C:6]([OH:10])(=[O:9])[CH2:7][CH3:8].[OH:11][C@H:12]1[CH2:17][CH2:16][C@H:15]2[C@H:18]3[C@H:29]([CH2:30][CH2:31][C@:13]12[CH3:14])[C@:26]1([CH2:27][OH:28])[C:21](=[CH:22][C:23](=[O:32])[CH2:24][C@@H:25]1[CH3:35])[C@@H:20]([CH3:33])[CH2:19]3 |f:0.1.2,4.5.6|. Procedure details: Substituting 17β,19-dihydroxy-17α-methyl-1,4-androstadien-3-one dipropionate and 17β,19-dihydroxy-6α-methyl-1,4-androstadien-3-one dipropionate for 17β,19-dihydroxy-1,4-androstadien-3-one in the above procedure results in the formation of 17β,19-dihydroxy-1α,17α-dimethyl-4-androsten-3-one dipropionate and 17β,19-dihydroxy-1α,6α-dimethyl-4-androsten-3-one dipropionate. The reactants are COCOc1c(-c2csc3ccc(C(C)=CC(=O)OC)cc23)cc(C(C)C)cc1C(C)C, CO, Cl. Yields the product COC(=O)C=C(C)c1ccc2scc(-c3cc(C(C)C)cc(C(C)C)c3O)c2c1. As a reaction SMILES: [CH3:1][O:2][C:3]([CH:4]=[C:5]([CH3:6])[c:7]1[cH:8][c:9]2[c:10]([s:11][cH:12][c:13]2-[c:14]2[c:15]([O:26][CH2:27][O:28][CH3:29])[c:16]([CH:23]([CH3:24])[CH3:25])[cH:17][c:18]([CH:20]([CH3:21])[CH3:22])[cH:19]2)[cH:30][cH:31]1)=[O:32].[CH3:34][OH:35].[ClH:33]>>[CH3:1][O:2][C:3]([CH:4]=[C:5]([CH3:6])[c:7]1[cH:8][c:9]2[c:10]([s:11][cH:12][c:13]2-[c:14]2[c:15]([OH:26])[c:16]([CH:23]([CH3:24])[CH3:25])[cH:17][c:18]([CH:20]([CH3:21])[CH3:22])[cH:19]2)[cH:30][cH:31]1)=[O:32]. Starting materials: ClCCl, CCN(C(C)C)C(C)C, [Mg+2], [Mg+2], [O-][Si]([O-])([O-])[O-], O=C(Cl)c1ccc(NC(=O)c2ccccc2Cc2ccccc2)cc1, c1ccc2c(c1)Cn1cccc1CN2. The product is O=C(Nc1ccc(C(=O)N2Cc3cccn3Cc3ccccc32)cc1)c1ccccc1Cc1ccccc1. As a reaction SMILES: [CH2:56]([Cl:57])[Cl:58].[CH:15]([N:16]([CH2:17][CH3:18])[CH:19]([CH3:20])[CH3:21])([CH3:22])[CH3:23].[Mg+2:54].[Mg+2:55].[Si:49]([O-:50])([O-:51])([O-:52])[O-:53].[c:24]1([CH2:30][c:31]2[c:32]([C:33](=[O:34])[NH:35][c:36]3[cH:37][cH:38][c:39]([C:40](=[O:41])[Cl:42])[cH:43][cH:44]3)[cH:45][cH:46][cH:47][cH:48]2)[cH:25][cH:26][cH:27][cH:28][cH:29]1.[cH:1]1[cH:2][cH:3][n:4]2[c:5]1[CH2:6][NH:7][c:8]1[c:9]([cH:11][cH:12][cH:13][cH:14]1)[CH2:10]2>>[cH:1]1[cH:2][cH:3][n:4]2[c:5]1[CH2:6][N:7]([C:40]([c:39]1[cH:38][cH:37][c:36]([NH:35][C:33]([c:32]3[c:31]([CH2:30][c:24]4[cH:25][cH:26][cH:27][cH:28][cH:29]4)[cH:48][cH:47][cH:46][cH:45]3)=[O:34])[cH:44][cH:43]1)=[O:41])[c:8]1[c:9]([cH:11][cH:12][cH:13][cH:14]1)[CH2:10]2. Starting materials: CC(C(=O)OCC(C=1C=NC=CC1)=O)(C)C (2-Oxo-2-pyridin-3-ylethyl 2,2-dimethylpropanoate), O=C[C@H](O)[C@@H](O)[C@H](O)[C@H](O)CO (glucose), [OH-].[Na+] (sodium hydroxide). The reagents and catalysts are C1=CC(=C[N+](=C1)[C@H]2[C@@H]([C@@H]([C@H](O2)COP(=O)(O)OP(=O)(O)OC[C@@H]3[C@H]([C@H]([C@@H](O3)N4C=NC5=C4N=CN=C5N)OP(=O)(O)O)O)O)O)C(=O)N (NADP). Run at time 2 hour. Yields the product CC(C(=O)OC[C@@H](C=1C=NC=CC1)O)(C)C ((R)-2-hydroxy-2-pyridin-3-ylethyl 2,2-dimethylpropanoate). The yield is 104.1%. Reaction SMILES: [CH3:1][C:2]([CH3:16])([CH3:15])[C:3]([O:5][CH2:6][C:7](=[O:14])[C:8]1[CH:9]=[N:10][CH:11]=[CH:12][CH:13]=1)=[O:4].O=C[C@@H]([C@H]([C@@H]([C@@H](CO)O)O)O)O.[OH-].[Na+]>C1C=[N+]([C@@H]2O[C@H](COP(OP(OC[C@H]3O[C@@H](N4C5N=CN=C(N)C=5N=C4)[C@H](OP(O)(O)=O)[C@@H]3O)(O)=O)(O)=O)[C@@H](O)[C@H]2O)C=C(C(N)=O)C=1>[CH3:1][C:2]([CH3:16])([CH3:15])[C:3]([O:5][CH2:6][C@H:7]([OH:14])[C:8]1[CH:9]=[N:10][CH:11]=[CH:12][CH:13]=1)=[O:4] |f:2.3|. Procedure: 2-Oxo-2-pyridin-3-ylethyl 2,2-dimethylpropanoate (2 g), 2.8 g of glucose, 2.3 mg of NADP and 0.02 ml of Triton X×100 were added to 20 ml of the same culture fluid as used in Example 11, and the reaction was carried at 30° C. with stirring for 2 hours while adjusting the pH to 6.5 with a 5 N aqueous sodium hydroxide solution. After completion of the reaction, the reaction mixture was extracted with ethyl acetate, and the 30 extract was concentrated under reduced pressure to give 2.1 g of (R)-2-hy...